Dataset: the Open Reaction Database (ORD), a public repository of structured organic reaction records. Task: describe an organic reaction: reactants, conditions, products, and yield Starting materials: CC(=O)N(C)CC(=O)O, CCOC(=O)C1Cc2ccccc2CN1. The product is CCOC(=O)C1Cc2ccccc2CN1C(=O)CN(C)C(C)=O. RXN SMILES: [C:16]([CH3:17])(=[O:18])[N:19]([CH3:20])[CH2:21][C:22](=[O:23])[OH:24].[CH2:1]([CH3:2])[O:3][C:4](=[O:5])[CH:6]1[NH:7][CH2:8][c:9]2[cH:10][cH:11][cH:12][cH:13][c:14]2[CH2:15]1>>[CH2:1]([CH3:2])[O:3][C:4](=[O:5])[CH:6]1[N:7]([C:22]([CH2:21][N:19]([C:16]([CH3:17])=[O:18])[CH3:20])=[O:23])[CH2:8][c:9]2[cH:10][cH:11][cH:12][cH:13][c:14]2[CH2:15]1. Starting materials: IC=1C(=CC2=CC=CC=C2C1)SC=1NC2=NC=NC(=C2N1)N (8-(3-iodonaphthalen-2-ylthio)-9H-purin-6-amine), N(=O)[O-].[Na+] (NaNO2), Cl (HCl), NC(=O)N (urea). Run in O (water), O (water), O (water). Run at time 10 minute. Yields the product NC=1C(=CC2=CC=CC=C2C1)SC=1NC2=NC=NC(=C2N1)N (8-(3-aminonaphthalen-2-ylthio)-9H-purin-6-amine). As a reaction SMILES: I[C:2]1[C:3]([S:12][C:13]2[NH:14][C:15]3[C:20]([N:21]=2)=[C:19]([NH2:22])[N:18]=[CH:17][N:16]=3)=[CH:4][C:5]2[C:10]([CH:11]=1)=[CH:9][CH:8]=[CH:7][CH:6]=2.Cl.[N:24]([O-])=O.[Na+].NC(N)=O>O>[NH2:24][C:2]1[C:3]([S:12][C:13]2[NH:14][C:15]3[C:20]([N:21]=2)=[C:19]([NH2:22])[N:18]=[CH:17][N:16]=3)=[CH:4][C:5]2[C:10]([CH:11]=1)=[CH:9][CH:8]=[CH:7][CH:6]=2 |f:2.3|. Reported procedure: 8-(3-iodonaphthalen-2-ylthio)-9H-purin-6-amine (S13-5). To a suspension of S13-4 (14 mg, 0.0454 mmol) in water (150 μL) at 5° C. was added 6 M HCl (140 μL) over 5 min. Then a solution of NaNO2 (6.3 mg, 0.0908 mmol) in water (70 μL) was added dropwise over 30 min. at below 5° C. The mixture was stirred for an additional 10 min., then urea (1.9 mg, 0.0317 mmol) was added slowly. After 10 minutes, a solution of KI (22.6 mg, 0.136 mmol) in water (70 μL) was added dropwise over 5 min. and the mixture... Starting materials: C(C)(C)(C)OC(=O)N1C(CCCC1)CC(=O)O (2-(1-(tert-butoxycarbonyl)piperidin-2-yl)acetic acid), CN1CCOCC1 (4-methylmorpholine), CSC1=NN(C2=CC(=CC=C12)N)C1=CC=CC=C1 (3-(methylthio)-1-phenyl-1H-indazol-6-amine), N1(N=NC2=C1C=CC=C2)O (1H-benzo[d][1,2,3]triazol-1-ol), CCN=C=NCCCN(C)C.Cl (EDC.HCl). The solvent is ClCCl (dichloromethane), ClCCl (dichloromethane). Reaction conditions: temperature 15 celsius, time 10 minute. Yields the product CSC1=NN(C2=CC(=CC=C12)NC(CC1N(CCCC1)C(=O)OC(C)(C)C)=O)C1=CC=CC=C1 (tert-butyl 2-(2-(3-(methylthio)-1-phenyl-1H-indazol-6-ylamino)-2-oxoethyl)piperidine-1-carboxylate). Reaction SMILES: [C:1]([O:5][C:6]([N:8]1[CH2:13][CH2:12][CH2:11][CH2:10][CH:9]1[CH2:14][C:15]([OH:17])=O)=[O:7])([CH3:4])([CH3:3])[CH3:2].N1(O)C2C=CC=CC=2N=N1.CCN=C=NCCCN(C)C.Cl.CN1CCOCC1.[CH3:47][S:48][C:49]1[C:57]2[C:52](=[CH:53][C:54]([NH2:58])=[CH:55][CH:56]=2)[N:51]([C:59]2[CH:64]=[CH:63][CH:62]=[CH:61][CH:60]=2)[N:50]=1>ClCCl>[CH3:47][S:48][C:49]1[C:57]2[C:52](=[CH:53][C:54]([NH:58][C:15](=[O:17])[CH2:14][CH:9]3[CH2:10][CH2:11][CH2:12][CH2:13][N:8]3[C:6]([O:5][C:1]([CH3:2])([CH3:3])[CH3:4])=[O:7])=[CH:55][CH:56]=2)[N:51]([C:59]2[CH:60]=[CH:61][CH:62]=[CH:63][CH:64]=2)[N:50]=1 |f:2.3|. Procedure details: Into a 50-mL 3-necked round-bottom flask purged and maintained with an inert atmosphere of nitrogen, was placed 2-(1-(tert-butoxycarbonyl)piperidin-2-yl)acetic acid (0.47 mg), 1H-benzo[d][1,2,3]triazol-1-ol (300 mg, 1.96 mmol), EDC.HCl (370 mg, 1.94 mmol), 4-methylmorpholine (590 mg, 5.84 mmol, 2.98 equiv) in dichloromethane (3 mL). The resulting solution was stirred for 10 min at 15° C. A solution of 3-(methylthio)-1-phenyl-1H-indazol-6-amine (500 mg, 1.96 mmol, 1.00 equiv) in dichloromethane (... The reactants are FC=1C=C(C=CC1C(=O)OC)C=1C([C@@H]2CC[C@]3([C@@]4(CC[C@@]5([C@@H]([C@H]4CC[C@@H]3[C@]2(CC1)C)[C@@H](CC5)C(=C)C)C(=O)OCC5=CC=CC=C5)C)C)(C)C ((1R,3aS,5aR,5bR,7aR,11aS,11bR,13aR,13bR)-benzyl 9-(3-fluoro-4-(methoxycarbonyl)phenyl)-5a,5b,8,8,11a-pentamethyl-1-(prop-1-en-2-yl)-2,3,3a,4,5,5a,5b,6,7,7a,8,11,11a,11b,12,13,13a,13b-octadecahydro-1H-cyclopenta[a]chrysene-3a-carboxylate), TEA, C(C)(C)(C)[SiH](C)C (t-butyldimethylsilane), CCCC[N+](CCCC)(CCCC)CCCC.[F-] (TBAF). Reagents/catalysts: C(C)(=O)[O-].[Pd+2].C(C)(=O)[O-] (palladium(II) acetate). Run in ClCCCl (DCE), O1CCOCC1 (dioxane), Cl (HCl). Reaction conditions: temperature 60 celsius, time 30 minute. Yields the product FC=1C=C(C=CC1C(=O)OC)C=1C([C@@H]2CC[C@]3([C@@]4(CC[C@@]5([C@@H]([C@H]4CC[C@@H]3[C@]2(CC1)C)[C@@H](CC5)C(=C)C)C(=O)O)C)C)(C)C ((1R,3aS,5aR,5bR,7aR,11aS,11bR,13aR,13bR)-9-(3-fluoro-4-(methoxycarbonyl)phenyl)-5a,5b,8,8,11a-pentamethyl-1-(prop-1-en-2-yl)-2,3,3a,4,5,5a,5b,6,7,7a,8,11,11a,11b,12,13,13a,13b-octadecahydro-1H-cyclopenta[a]chrysene-3a-carboxylic acid). Yield: 94.7%. RXN SMILES: [F:1][C:2]1[CH:3]=[C:4]([C:12]2[C:13]([CH3:50])([CH3:49])[C@H:14]3[C@:27]([CH3:30])([CH2:28][CH:29]=2)[C@@H:26]2[C@:17]([CH3:48])([C@@:18]4([CH3:47])[C@H:23]([CH2:24][CH2:25]2)[C@H:22]2[C@H:31]([C:34]([CH3:36])=[CH2:35])[CH2:32][CH2:33][C@:21]2([C:37]([O:39]CC2C=CC=CC=2)=[O:38])[CH2:20][CH2:19]4)[CH2:16][CH2:15]3)[CH:5]=[CH:6][C:7]=1[C:8]([O:10][CH3:11])=[O:9].C([SiH](C)C)(C)(C)C.CCCC[N+](CCCC)(CCCC)CCCC.[F-]>ClCCCl.O1CCOCC1.Cl.C([O-])(=O)C.[Pd+2].C([O-])(=O)C>[F:1][C:2]1[CH:3]=[C:4]([C:12]2[C:13]([CH3:50])([CH3:49])[C@H:14]3[C@:27]([CH3:30])([CH2:28][CH:29]=2)[C@@H:26]2[C@:17]([CH3:48])([C@@:18]4([CH3:47])[C@H:23]([CH2:24][CH2:25]2)[C@H:22]2[C@H:31]([C:34]([CH3:36])=[CH2:35])[CH2:32][CH2:33][C@:21]2([C:37]([OH:39])=[O:38])[CH2:20][CH2:19]4)[CH2:16][CH2:15]3)[CH:5]=[CH:6][C:7]=1[C:8]([O:10][CH3:11])=[O:9] |f:2.3,7.8.9|. Reported procedure: To a solution of (1R,3aS,5aR,5bR,7aR,11aS,11bR,13aR,13bR)-benzyl 9-(3-fluoro-4-(methoxycarbonyl)phenyl)-5a,5b,8,8,11a-pentamethyl-1-(prop-1-en-2-yl)-2,3,3a,4,5,5a,5b,6,7,7a,8,11,11a,11b,12,13,13a,13b-octadecahydro-1H-cyclopenta[a]chrysene-3a-carboxylate (3.59 g, 5.27 mmol) in DCE (25 mL) was added TEA (1.176 mL, 8.44 mmol), t-butyldimethylsilane (1.749 mL, 10.54 mmol), and palladium(II) acetate (0.118 g, 0.527 mmol). The mixture was flushed with N2 and heated to 60° C. for 1 h. The mixture was c... The reactants are COc1cccc(N)c1, O=C(Cl)c1ccc(Cl)nc1, Cc1cc(NC(=O)c2ccc(Cl)nc2)ccc1I. Yields the product COc1cccc(NC(=O)c2ccc(Cl)nc2)c1. RXN SMILES: [CH3:1][O:2][c:3]1[cH:4][c:5]([NH2:6])[cH:7][cH:8][cH:9]1.[Cl:10][c:11]1[n:12][cH:13][c:14]([C:15](=[O:16])[Cl:17])[cH:18][cH:19]1.[Cl:20][c:21]1[cH:22][cH:23][c:24]([C:25]([NH:26][c:27]2[cH:28][cH:29][c:30]([I:31])[c:32]([CH3:33])[cH:34]2)=[O:35])[cH:36][n:37]1>>[CH3:1][O:2][c:3]1[cH:4][c:5]([NH:6][C:15]([c:14]2[cH:13][n:12][c:11]([Cl:10])[cH:19][cH:18]2)=[O:16])[cH:7][cH:8][cH:9]1.